From a dataset of the Open Reaction Database (ORD), a public repository of structured organic reaction records. describe an organic reaction: reactants, conditions, products, and yield Starting materials: [Li]CCCC (BuLi), COC(=O)C1(CCN(CC1)C(=O)OC(C)(C)C)C (4-methylpiperidine-1,4-dicarboxylic acid 1-tert-butyl ester 4-methyl ester), C(C)#N (Acetonitrile), Cl (HCl). The solvent is hexanes, C1CCOC1 (THF), C1CCOC1 (THF). Run at time 15 minute. Yields the product C(C)(C)(C)OC(=O)N1CCC(CC1)(C)C(CC#N)=O (4-(2-cyanoacetyl)-4-methylpiperidine-1-carboxylic acid tert-butyl ester). Isolated yield 68.0%. Reaction SMILES: [C:1](#[N:3])[CH3:2].[Li]CCCC.CO[C:11]([C:13]1([CH3:26])[CH2:18][CH2:17][N:16]([C:19]([O:21][C:22]([CH3:25])([CH3:24])[CH3:23])=[O:20])[CH2:15][CH2:14]1)=[O:12].Cl>C1COCC1>[C:22]([O:21][C:19]([N:16]1[CH2:15][CH2:14][C:13]([C:11](=[O:12])[CH2:2][C:1]#[N:3])([CH3:26])[CH2:18][CH2:17]1)=[O:20])([CH3:23])([CH3:24])[CH3:25]. Procedure: Acetonitrile (3.07 mL, 58.4 mmol) is added to THF (75 mL). At −78° C. 1.6 M BuLi in hexanes is slowly added. After 15 minutes, 4-methylpiperidine-1,4-dicarboxylic acid 1-tert-butyl ester 4-methyl ester (6.83 g, 26.5 mmol) dissolved in THF (75 mL) is added dropwise. After 1 hour 2.2 equivalents of 5N HCl is added at −78° C. The reaction is warmed to room temperature and concentrated to about 50 mL volume. EtOAc (50 mL) and saturated aqueous sodium chloride (25 mL) are added to the mixture. The or... Reactants: COC1=CC=C(C(=O)C2CCN(CC2)C2C(NCC2)=O)C=C1 (3-[4-(4-methoxy-benzoyl)-piperidin-1-yl]-pyrrolidin-2-one), ClCC=1NC(C2=C(N1)N(N=C2)C)=O (6-chloromethyl-1-methyl-1,5-dihydro-pyrazolo[3,4-d]pyrimidin-4-one), [H-].[Na+] (sodium hydride). Solvent: CCOCC (ether), C1CCOC1 (THF). Conditions: temperature 70 celsius. Product: COC1=CC=C(C(=O)C2CCN(CC2)C2C(N(CC2)CC=2NC(C3C(N2)N(N=C3)C)=O)=O)C=C1 (6-{3-[4-(4-Methoxy-benzoyl)-piperidin-1-yl]-2-oxo-pyrrolidin-1-ylmethyl}-1-methyl-1,3a,5,7a-tetrahydro-pyrazolo[3,4-d]pyrimidin-4-one). Isolated yield 86.3%. RXN SMILES: [CH3:1][O:2][C:3]1[CH:22]=[CH:21][C:6]([C:7]([CH:9]2[CH2:14][CH2:13][N:12]([CH:15]3[CH2:19][CH2:18][NH:17][C:16]3=[O:20])[CH2:11][CH2:10]2)=[O:8])=[CH:5][CH:4]=1.Cl[CH2:24][C:25]1[NH:26][C:27](=[O:35])[C:28]2[CH:33]=[N:32][N:31]([CH3:34])[C:29]=2[N:30]=1.[H-].[Na+]>C1COCC1.CCOCC>[CH3:1][O:2][C:3]1[CH:4]=[CH:5][C:6]([C:7]([CH:9]2[CH2:14][CH2:13][N:12]([CH:15]3[CH2:19][CH2:18][N:17]([CH2:24][C:25]4[NH:26][C:27](=[O:35])[CH:28]5[CH:33]=[N:32][N:31]([CH3:34])[CH:29]5[N:30]=4)[C:16]3=[O:20])[CH2:11][CH2:10]2)=[O:8])=[CH:21][CH:22]=1 |f:2.3|. Procedure details: To a solution of 3-[4-(4-methoxy-benzoyl)-piperidin-1-yl]-pyrrolidin-2-one (0.165 mmol, 50 mg) and 6-chloromethyl-1-methyl-1,5-dihydro-pyrazolo[3,4-d]pyrimidin-4-one (0.165 mmol, 33 mg) in THF (2 mL) was added sodium hydride (60%, 0.331 mmol, 23 mg) and heated to 70° C. for 1 hour. The reaction was allowed to cool to ambient temperature, diluted with 10 mL of ether, and the resulting solid in suspension was filtered and dried under vacuum provided the title compound as an off-white solid (66.4 m... The reactants are Cl.N1CCC(CC1)=C1C(C(OC2=NC=C(C=C2)C(F)(F)F)=CC=C1)C (2-(3-piperidin-4-ylidene-methyl-phenoxy)-5-trifluoromethyl-pyridine hydrochloride), N1=NC=C(C=C1)NC(OC1=CC=CC=C1)=O (Phenyl pyridazin-4-ylcarbamate), C(C)(C)N(CC)C(C)C (diisopropylethylamine), CS(=O)C (DMSO). Run at temperature 60 celsius, time 3 hour. The product is N1=NC=C(C=C1)NC(=O)N1CCC(CC1)=CC1=CC(=CC=C1)OC1=NC=C(C=C1)C(F)(F)F (N-(pyridazin-4-yl)-4-(3-{[5-(trifluoromethyl)pyridin-2-yl]oxy}benzylidene)piperidine-1-carboxamide). Yield: 73.0%. Reaction SMILES: Cl.N1C[CH2:6][C:5](=[C:8]2[CH:24]=[CH:23][CH:22]=[C:10]([O:11][C:12]3[CH:17]=[CH:16][C:15]([C:18]([F:21])([F:20])[F:19])=[CH:14][N:13]=3)[CH:9]2C)CC1.[N:26]1[CH:31]=[CH:30][C:29]([NH:32]C(=O)OC2C=CC=CC=2)=[CH:28][N:27]=1.[CH:42]([N:45]([CH:48]([CH3:50])C)[CH2:46][CH3:47])(C)C.CS(C)=[O:53]>>[N:26]1[CH:31]=[CH:30][C:29]([NH:32][C:42]([N:45]2[CH2:46][CH2:47][C:6](=[CH:5][C:8]3[CH:24]=[CH:23][CH:22]=[C:10]([O:11][C:12]4[CH:17]=[CH:16][C:15]([C:18]([F:19])([F:20])[F:21])=[CH:14][N:13]=4)[CH:9]=3)[CH2:50][CH2:48]2)=[O:53])=[CH:28][N:27]=1 |f:0.1|. Procedure: A solution of 2-(3-piperidin-4-ylidene-methyl-phenoxy)-5-trifluoromethyl-pyridine hydrochloride (0.371 g, 1.00 mmol) (from Example 1, Step 5) and phenyl pyridazin-4-ylcarbamate (0.215 g, 1.00 mmol, from Step 1) in DMSO (2.5 mL) was treated with diisopropylethylamine (0.155 g, 1.2 mmol) and heated to 60° C. After 3 h, the reaction mixture was partitioned between water and ethyl acetate. The organic layer was separated and the aqueous layer was extracted again with ethyl acetate. The combined orga... Reaction conditions: time 20 minute. RXN SMILES: [N:1]1[CH:6]=[C:5]([OH:7])[CH:4]=[N:3][CH:2]=1.[H-].[Na+].F[C:11]1[CH:16]=[C:15]([I:17])[CH:14]=[CH:13][N:12]=1.O>CN(C=O)C>[I:17][C:15]1[CH:14]=[CH:13][N:12]=[C:11]([O:7][C:5]2[CH:6]=[N:1][CH:2]=[N:3][CH:4]=2)[CH:16]=1 |f:1.2|. Run in CN(C)C=O (DMF). Procedure: To 259 mg (26.9 mmol) pyrimidin-5-ol (J. Chem. Soc. 1956, 2033) in 200 mL DMF are added 108 mg (26.9 mmol) sodium hydride (60% dispersion in mineral oil). The mixture is stirred for 20 min at r.t. After that time, 500 mg (22.4 mmol) 2-fluoro-4-iodopyridine are added and the mixture is stirred for 12 h at 80° C. Subsequently the mixture is poured into water and extracted with ethyl acetate (3×). The combined organic layers are washed with brine. After drying over sodium sulphate, the solvent is r... Reactants: N1=CN=CC(=C1)O (pyrimidin-5-ol), [H-].[Na+] (sodium hydride), O (water), FC1=NC=CC(=C1)I (2-fluoro-4-iodopyridine). Product: IC1=CC(=NC=C1)OC=1C=NC=NC1 (5-(4-Iodo-pyridin-2-yloxy)-Pyrimidine). Reaction SMILES: [C:3]([CH2:4][C:5](=[O:6])[O:7][CH2:8][CH3:9])(=[O:10])[O:11][CH2:12][CH3:13].[CH2:23]1[O:24][CH2:25][CH2:26][O:27][CH2:28]1.[CH3:32][CH2:33][O:34][C:35](=[O:36])[CH3:37].[Cl:14][c:15]1[n:16][cH:17][cH:18][cH:19][c:20]1[Cl:21].[ClH:22].[Cu:29]([Cl:30])[Cl:31].[H-:1].[Na+:2].[OH2:38]>>[C:3]([CH:4]([C:5](=[O:6])[O:7][CH2:8][CH3:9])[c:15]1[n:16][cH:17][cH:18][cH:19][c:20]1[Cl:21])(=[O:10])[O:11][CH2:12][CH3:13]. Reactants: CCOC(=O)CC(=O)OCC, C1COCCO1, CCOC(C)=O, Clc1cccnc1Cl, Cl, Cl[Cu]Cl, [H-], [Na+], O. Product: CCOC(=O)C(C(=O)OCC)c1ncccc1Cl.